This data is from the Open Reaction Database (ORD), a public repository of structured organic reaction records. The task is: describe an organic reaction: reactants, conditions, products, and yield Reactants: Cl.N1CC=C(CC1)C1=C(C=C(C=C1)N1C(O[C@H](C1)CN1N=NC=C1)=O)F ((5R)-3-(4-(1,2,5,6-Tetrahydropyridin-4-yl)-3-fluorophenyl)-5-(1,2,3-triazol-1-ylmethyl)-oxazolidin-2-one hydrochloride), C(C)S(=O)(=O)Cl (ethanesulfonyl chloride). Yields the product C(C)S(=O)(=O)N1CC=C(CC1)C1=C(C=C(C=C1)N1C(O[C@H](C1)CN1N=NC=C1)=O)F ((5R)-3-(4-(1-Ethylsulfonyl-1,2,5,6-tetrahydropyridin-4-yl)-3-fluorophenyl)-5-(1,2,3-triazol-1-ylmethyl)oxazolidin-2-one). Reaction SMILES: Cl.[NH:2]1[CH2:7][CH2:6][C:5]([C:8]2[CH:13]=[CH:12][C:11]([N:14]3[CH2:18][C@H:17]([CH2:19][N:20]4[CH:24]=[CH:23][N:22]=[N:21]4)[O:16][C:15]3=[O:25])=[CH:10][C:9]=2[F:26])=[CH:4][CH2:3]1.[CH2:27]([S:29](Cl)(=[O:31])=[O:30])[CH3:28]>>[CH2:27]([S:29]([N:2]1[CH2:7][CH2:6][C:5]([C:8]2[CH:13]=[CH:12][C:11]([N:14]3[CH2:18][C@H:17]([CH2:19][N:20]4[CH:24]=[CH:23][N:22]=[N:21]4)[O:16][C:15]3=[O:25])=[CH:10][C:9]=2[F:26])=[CH:4][CH2:3]1)(=[O:31])=[O:30])[CH3:28] |f:0.1|. Procedure: (5R)-3-(4-(1,2,5,6-Tetrahydropyridin-4-yl)-3-fluorophenyl)-5-(1,2,3-triazol-1-ylmethyl)-oxazolidin-2-one hydrochloride (380 mg, 1 mM) was), was treated with ethanesulfonyl chloride essentially as in Example 77 to give the desired product (21 mg) after chromatography. MS (ESP): 436 (MH+) for C19H22FN5O4S